Dataset: the Open Reaction Database (ORD), a public repository of structured organic reaction records. Task: describe an organic reaction: reactants, conditions, products, and yield Starting materials: COc1ccccc1C(=O)Cl, CCCCc1cc2ccccc2o1. The product is CCCCc1oc2ccccc2c1C(=O)c1ccccc1OC. As a reaction SMILES: [C:14]([c:15]1[c:16]([O:21][CH3:22])[cH:17][cH:18][cH:19][cH:20]1)(=[O:23])[Cl:24].[CH2:1]([CH2:2][CH2:3][CH3:4])[c:5]1[o:6][c:7]2[c:8]([cH:9]1)[cH:10][cH:11][cH:12][cH:13]2>>[CH2:1]([CH2:2][CH2:3][CH3:4])[c:5]1[o:6][c:7]2[c:8]([c:9]1[C:14]([c:15]1[c:16]([O:21][CH3:22])[cH:17][cH:18][cH:19][cH:20]1)=[O:23])[cH:10][cH:11][cH:12][cH:13]2. Starting materials: C(C=C)N(C(CN)C1=CC=C(C=C1)S(=O)(=O)CCC)CC=C (N1,N1-diallyl-1-[4-(propylsulphonyl)phenyl]ethane-1,2-diamine), C(#N)[BH3-].[Na+] (sodium cyanoborohydride), C(C)=O (acetaldehyde), C(C)(=O)O (acetic acid), CN1C(=O)N(C(=O)CC1=O)C (1,3-dimethylbarbituric acid), palladium (tetrakis)triphenylphosphine. Run in CO (methanol). Reaction conditions: time 8 hour. Product: C(C)N(CC(N)C1=CC=C(C=C1)S(=O)(=O)CCC)CC (N2,N2-Diethyl-1-[4-(propylsulphonyl)phenyl]ethane-1,2-diamine). The yield is 75.0%. Reaction SMILES: C([N:4](CC=C)[CH:5]([C:8]1[CH:13]=[CH:12][C:11]([S:14]([CH2:17][CH2:18][CH3:19])(=[O:16])=[O:15])=[CH:10][CH:9]=1)[CH2:6][NH2:7])C=C.[CH:23](=O)[CH3:24].[C:26](O)(=O)[CH3:27].C([BH3-])#N.[Na+].CN1C(=O)CC(=O)N(C)C1=O>CO>[CH2:26]([N:7]([CH2:23][CH3:24])[CH2:6][CH:5]([C:8]1[CH:9]=[CH:10][C:11]([S:14]([CH2:17][CH2:18][CH3:19])(=[O:15])=[O:16])=[CH:12][CH:13]=1)[NH2:4])[CH3:27] |f:3.4|. Procedure details: To a solution of N1,N1-diallyl-1-[4-(propylsulphonyl)phenyl]ethane-1,2-diamine (473 mg, 1.47 mmol, prepared as described in Example 47c in methanol (10 mL) was added acetaldehyde (approximately 0.5 mL, approx. 9 mmol), acetic acid (0.42 mL, 7.3 mmol) and finally, sodium cyanoborohydride (203 mg, 3.2 mmol). The mixture was stirred at room temperature, under nitrogen, overnight and then quenched by addition of satd. NaHCO3(aq). Methanol was removed in vacuo, the residue diluted with water and the ... The reactants are N(=[N+]=[N-])C1CC2N(C3=C(CC4=C2C=CC=C4)C=CC=C3)CC1 (2-azido-1,2,3,4,10,14b-hexahydro-pyridino[1,2-a]-dibenzo[ c,f]-azepine), S(=O)(=O)(C1=CC=C(C)C=C1)OC1CC2N(C3=C(CC4=C2C=CC=C4)C=CC=C3)CC1 (2-tosyloxy-1,2,3,4,10,14b-hexahydro-pyridino[1,2-a]-dibenzo [c,f]-azepine), O (water). Solvent: CCOCC (ether). Product: NC1CC2N(C3=C(CC4=C2C=CC=C4)C=CC=C3)CC1 (2-amino-1,2,3,4,10,14b-hexahydro-pyridino[1,2-a]-dibenzo[c,f]-azepine). Reaction SMILES: [N:1]([CH:4]1[CH2:22][CH2:21][N:7]2[C:8]3[CH:20]=[CH:19][CH:18]=[CH:17][C:9]=3[CH2:10][C:11]3[CH:16]=[CH:15][CH:14]=[CH:13][C:12]=3[CH:6]2[CH2:5]1)=[N+]=[N-].S(OC1CCN2C3C=CC=CC=3CC3C=CC=CC=3C2C1)(C1C=CC(C)=CC=1)(=O)=O.O>CCOCC>[NH2:1][CH:4]1[CH2:22][CH2:21][N:7]2[C:8]3[CH:20]=[CH:19][CH:18]=[CH:17][C:9]=3[CH2:10][C:11]3[CH:16]=[CH:15][CH:14]=[CH:13][C:12]=3[CH:6]2[CH2:5]1. Reported procedure: 4 g of 2-azido-1,2,3,4,10,14b-hexahydro-pyridino[1,2-a]-dibenzo[ c,f]-azepine (axial) is added to a suspension of 3 g of LiAlH 4 in dry ether. The mixture obtained is heated for 1 hour, and after that cooled down. Then 12 ml of water are added to the mixture dropwise, whereby an inorganic precipitate is formed. The inorganic residue is removed by filtration after which the filtrate is evaporated to dryness.